This data is from the Open Reaction Database (ORD), a public repository of structured organic reaction records. The task is: describe an organic reaction: reactants, conditions, products, and yield The reactants are CC(=O)OC(C)=O, CNC(=S)n1nc(N)nc1N, c1ccncc1. Product: CNC(=S)n1nc(NC(C)=O)nc1N. Reaction SMILES: [CH3:12][C:13](=[O:14])[O:15][C:16](=[O:17])[CH3:18].[NH2:1][c:2]1[n:3][n:4]([C:8](=[S:9])[NH:10][CH3:11])[c:5]([NH2:7])[n:6]1.[cH:19]1[cH:20][cH:21][n:22][cH:23][cH:24]1>>[NH:1]([c:2]1[n:3][n:4]([C:8](=[S:9])[NH:10][CH3:11])[c:5]([NH2:7])[n:6]1)[C:13]([CH3:12])=[O:14].